Dataset: the Open Reaction Database (ORD), a public repository of structured organic reaction records. Task: describe an organic reaction: reactants, conditions, products, and yield Reactants: O=[N+]([O-])c1ccc2c(Br)nn(CCN3CCCC3)c2c1, CCO, [Cl-], [Fe], [NH4+]. The product is Nc1ccc2c(Br)nn(CCN3CCCC3)c2c1. RXN SMILES: [Br:1][c:2]1[n:3][n:4]([CH2:14][CH2:15][N:16]2[CH2:17][CH2:18][CH2:19][CH2:20]2)[c:5]2[cH:6][c:7]([N+:11]([O-:12])=[O:13])[cH:8][cH:9][c:10]12.[CH3:23][CH2:24][OH:25].[Cl-:21].[Fe:26].[NH4+:22]>>[Br:1][c:2]1[n:3][n:4]([CH2:14][CH2:15][N:16]2[CH2:17][CH2:18][CH2:19][CH2:20]2)[c:5]2[cH:6][c:7]([NH2:11])[cH:8][cH:9][c:10]12.